From a dataset of the Open Reaction Database (ORD), a public repository of structured organic reaction records. describe an organic reaction: reactants, conditions, products, and yield Starting materials: CCOCC (ether), C([O-])([O-])=O.[K+].[K+] (potassium carbonate), N1CCOCC1 (morpholine), C(CCCCCCCCCCC)=O (dodecanal). Conditions: time 4.5 hour. The product is C(CCCCCCCCC)C1CCC(CC1)=O (4-DECYLCYCLOHEXANONE). The yield is 74.0%. As a reaction SMILES: C(=O)([O-])[O-].[K+].[K+].N1CCO[CH2:9][CH2:8]1.[CH:13](=[O:25])[CH2:14][CH2:15][CH2:16][CH2:17][CH2:18][CH2:19][CH2:20][CH2:21][CH2:22][CH2:23][CH3:24].[CH3:26][CH2:27]OCC>>[CH2:17]([CH:16]1[CH2:27][CH2:26][C:13](=[O:25])[CH2:14][CH2:15]1)[CH2:18][CH2:19][CH2:20][CH2:21][CH2:22][CH2:23][CH2:24][CH2:8][CH3:9] |f:0.1.2|. Procedure: A mixture of potassium carbonate (1 equivalent) and morpholine (3.3 equivalents) were cooled to -5° under an inert atmosphere and dodecanal (1 equivalent) was added dropwise over 30 minutes. The reaction mixture was allowed to warm to room temperature and stirring was continued for 3-6 hours. Addition to ether followed by filtration and concentration gave crude morpholine enamine. The residue was distilled to give the desired product; b.p. 103-108° /0.07 mm; yield 74%.